Dataset: the Open Reaction Database (ORD), a public repository of structured organic reaction records. Task: describe an organic reaction: reactants, conditions, products, and yield Reactants: C(O)([O-])=O.[Na+] (sodium hydrogen carbonate), NC1=C(C(=O)OC(C)(C)C)C=CC(=C1)\C=C\C1=CC(=CC=C1)OC (tert-butyl 2-amino-4-((E)-2-(3-methoxyphenyl)vinyl)benzoate), C(C(=O)Cl)(=O)Cl (oxalyl chloride), CC1=C(C(=O)O)C=CC=C1C (2,3-dimethylbenzoic acid). Reaction conditions: time 1 hour. Procedure details: 1.7 mL of methylene chloride, 1.0 μL of N,N-dimethylformamide and 0.025 mL of oxalyl chloride were added to 41 mg of 2,3-dimethylbenzoic acid at room temperature sequentially and stirred at the same temperature for 1 hour. The reaction mixture was added to a mixed solution of 52 mg of tert-butyl 2-amino-4-((E)-2-(3-methoxyphenyl)vinyl)benzoate, 2.8 mL of methylene chloride and 0.36 mL of triethylamine and stirred at room temperature for 1 hour. A saturated sodium hydrogen carbonate aqueous solut... Solvent: C(C)N(CC)CC (triethylamine), C(Cl)Cl (methylene chloride), CN(C=O)C (N,N-dimethylformamide), C(Cl)Cl (methylene chloride). Product: CC1=C(C(=O)NC2=C(C(=O)OC(C)(C)C)C=CC(=C2)\C=C\C2=CC(=CC=C2)OC)C=CC=C1C (tert-butyl 2-(2,3-dimethylbenzamido)-4-((E)-2-(3-methoxyphenyl)vinyl)benzoate). As a reaction SMILES: C(Cl)(=O)C(Cl)=O.[CH3:7][C:8]1[C:16]([CH3:17])=[CH:15][CH:14]=[CH:13][C:9]=1[C:10]([OH:12])=O.[NH2:18][C:19]1[CH:31]=[C:30](/[CH:32]=[CH:33]/[C:34]2[CH:39]=[CH:38][CH:37]=[C:36]([O:40][CH3:41])[CH:35]=2)[CH:29]=[CH:28][C:20]=1[C:21]([O:23][C:24]([CH3:27])([CH3:26])[CH3:25])=[O:22].C(=O)([O-])O.[Na+]>C(N(CC)CC)C.C(Cl)Cl.CN(C)C=O>[CH3:7][C:8]1[C:16]([CH3:17])=[CH:15][CH:14]=[CH:13][C:9]=1[C:10]([NH:18][C:19]1[CH:31]=[C:30](/[CH:32]=[CH:33]/[C:34]2[CH:39]=[CH:38][CH:37]=[C:36]([O:40][CH3:41])[CH:35]=2)[CH:29]=[CH:28][C:20]=1[C:21]([O:23][C:24]([CH3:27])([CH3:26])[CH3:25])=[O:22])=[O:12] |f:3.4|. Starting materials: [N+](#[C-])CC(=O)OC (methyl isocyanoacetate), COC1=C(C(=O)O)C=CC(=C1)[N+](=O)[O-] (2-methoxy-4-nitrobenzoic acid). Yields the product COC1=C(C=CC(=C1)[N+](=O)[O-])C1=C(N=CO1)C(=O)OC (5-(2-methoxy-4-nitrophenyl)-4-carbomethoxyoxazole). RXN SMILES: [N+:1]([CH2:3][C:4]([O:6][CH3:7])=[O:5])#[C-:2].[CH3:8][O:9][C:10]1[CH:18]=[C:17]([N+:19]([O-:21])=[O:20])[CH:16]=[CH:15][C:11]=1[C:12](O)=[O:13]>>[CH3:8][O:9][C:10]1[CH:18]=[C:17]([N+:19]([O-:21])=[O:20])[CH:16]=[CH:15][C:11]=1[C:12]1[O:13][CH:2]=[N:1][C:3]=1[C:4]([O:6][CH3:7])=[O:5]. Procedure details: The procedures of Example 1-(1) were followed, except for replacing the ethyl isocyanoacetate with 9.9 g (0.1 mol) of methyl isocyanoacetate, to obtain 15.4 g (0.055 mol 61.5% based on the 2-methoxy-4-nitrobenzoic acid) of the title compound.